From a dataset of the Open Reaction Database (ORD), a public repository of structured organic reaction records. describe an organic reaction: reactants, conditions, products, and yield The reactants are N[C@@H](CC1=CC=C(C=C1)OC(C)(C)C)C(=O)N1CCCCC1.Cl (H-Tyr(But)-piperidide.HCl), N([C@@H](C(C)C)C(=O)O)C(=O)OCC1=CC=CC=C1 (Z-Val-OH). The product is N([C@@H](C(C)C)C(=O)N[C@@H](CC1=CC=C(C=C1)OC(C)(C)C)C(=O)N1CCCCC1)C(=O)OCC1=CC=CC=C1 (Z-Val-Tyr(But)-piperidide). RXN SMILES: [NH2:1][C@H:2]([C:15]([N:17]1[CH2:22][CH2:21][CH2:20][CH2:19][CH2:18]1)=[O:16])[CH2:3][C:4]1[CH:9]=[CH:8][C:7]([O:10][C:11]([CH3:14])([CH3:13])[CH3:12])=[CH:6][CH:5]=1.Cl.[NH:24]([C:32]([O:34][CH2:35][C:36]1[CH:41]=[CH:40][CH:39]=[CH:38][CH:37]=1)=[O:33])[C@H:25]([C:29](O)=[O:30])[CH:26]([CH3:28])[CH3:27]>>[NH:24]([C:32]([O:34][CH2:35][C:36]1[CH:41]=[CH:40][CH:39]=[CH:38][CH:37]=1)=[O:33])[C@H:25]([C:29]([NH:1][C@H:2]([C:15]([N:17]1[CH2:22][CH2:21][CH2:20][CH2:19][CH2:18]1)=[O:16])[CH2:3][C:4]1[CH:5]=[CH:6][C:7]([O:10][C:11]([CH3:14])([CH3:12])[CH3:13])=[CH:8][CH:9]=1)=[O:30])[CH:26]([CH3:28])[CH3:27] |f:0.1|. Reported procedure: 8.52 g (25 mmoles) of H-Tyr(But)-piperidide.HCl and 6.27 g (25 mmoles) of Z-Val-OH are subjected to a condensation reaction analogously to Example 35 C. The substance crystallizes from ether. Yield 7.97 g (70%), melting point 142° C., [α]D23 =-32.8° (c=1, methanol). Procedure details: Diethyl 3,5-bis(trifluoromethyl)benzylphosphonate (1.0 g, 2.7 mmol) in 15 mL of conc hydrochloric acid and 0.5 mL of ethanol was heated at reflux for 72 hours. The mixture was evaporated to an oily residue which crystallized upon standing to give 0.41 g of the product (49% yield) the as a white solid: mp. 206°-208° C.; D.C.I.M.S. [MH+, 309]. Isolated yield 49.3%. As a reaction SMILES: [F:1][C:2]([F:23])([F:22])[C:3]1[CH:4]=[C:5]([CH:15]=[C:16]([C:18]([F:21])([F:20])[F:19])[CH:17]=1)[CH2:6][P:7](=[O:14])([O:11]CC)[O:8]CC>Cl.C(O)C>[F:23][C:2]([F:1])([F:22])[C:3]1[CH:4]=[C:5]([CH:15]=[C:16]([C:18]([F:21])([F:19])[F:20])[CH:17]=1)[CH2:6][P:7](=[O:8])([OH:11])[OH:14]. The solvent is Cl (hydrochloric acid), C(C)O (ethanol). The product is FC(C=1C=C(CP(O)(O)=O)C=C(C1)C(F)(F)F)(F)F (3,5-Bis(trifluoromethyl)benzylphosphonic acid). Reactants: FC(C=1C=C(CP(OCC)(OCC)=O)C=C(C1)C(F)(F)F)(F)F (Diethyl 3,5-bis(trifluoromethyl)benzylphosphonate).